Dataset: the Open Reaction Database (ORD), a public repository of structured organic reaction records. Task: describe an organic reaction: reactants, conditions, products, and yield Starting materials: C([O-])([O-])=O.[K+].[K+] (Potassium carbonate), C(C)(C)(C)OC(=O)N[C@H]1CC[C@H](CC1)OS(=O)(=O)C (methanesulfonic acid cis-4-tert-butoxycarbonylaminocyclohexyl ester), SC=1C=C2C=CN=C(C2=CC1)NC(C1=CC=CC=C1)=O (N-(6-mercaptoisoquinolin-1-yl)benzamide). Solvent: CC(=O)N(C)C (DMA). Product: C(C)(C)(C)OC(N[C@@H]1CC[C@H](CC1)SC=1C=C2C=CN=C(C2=CC1)NC(C1=CC=CC=C1)=O)=O (trans-[4-(1-benzoylaminoisoquinolin-6-ylsulfanyl)cyclohexyl]carbamic acid tert-butyl ester). RXN SMILES: C(=O)([O-])[O-].[K+].[K+].[C:7]([O:11][C:12]([NH:14][C@@H:15]1[CH2:20][CH2:19][C@H:18](OS(C)(=O)=O)[CH2:17][CH2:16]1)=[O:13])([CH3:10])([CH3:9])[CH3:8].[SH:26][C:27]1[CH:28]=[C:29]2[C:34](=[CH:35][CH:36]=1)[C:33]([NH:37][C:38](=[O:45])[C:39]1[CH:44]=[CH:43][CH:42]=[CH:41][CH:40]=1)=[N:32][CH:31]=[CH:30]2>CC(N(C)C)=O>[C:7]([O:11][C:12](=[O:13])[NH:14][C@H:15]1[CH2:16][CH2:17][C@H:18]([S:26][C:27]2[CH:28]=[C:29]3[C:34](=[CH:35][CH:36]=2)[C:33]([NH:37][C:38](=[O:45])[C:39]2[CH:44]=[CH:43][CH:42]=[CH:41][CH:40]=2)=[N:32][CH:31]=[CH:30]3)[CH2:19][CH2:20]1)([CH3:8])([CH3:9])[CH3:10] |f:0.1.2|. Procedure: Potassium carbonate (160 mg) and methanesulfonic acid cis-4-tert-butoxycarbonylaminocyclohexyl ester (140 mg, 0.47 mmol) were added to a solution of N-(6-mercaptoisoquinolin-1-yl)benzamide residue in DMA (4 ml). The mixture was irradiated in a microwave at 120° C. for 600 s then concentrated in vacuo to give a residue. The residue was purified by preparative HPLC to give trans-[4-(1-benzoylaminoisoquinolin-6-ylsulfanyl)cyclohexyl]carbamic acid tert-butyl ester. Glacial acetic acid (1 ml) and 6M ... Product: CN1CCN(CC#Cc2cc(Cl)c3c(c2)CN(Cc2ccc(C(F)(F)F)cc2)C3=O)CC1. As a reaction SMILES: [Br:11][c:12]1[cH:13][c:14]2[c:18]([c:19]([Cl:21])[cH:20]1)[C:17](=[O:22])[N:16]([CH2:23][c:24]1[cH:25][cH:26][c:27]([C:30]([F:31])([F:32])[F:33])[cH:28][cH:29]1)[CH2:15]2.[CH3:1][N:2]1[CH2:3][CH2:4][N:5]([CH2:8][C:9]#[CH:10])[CH2:6][CH2:7]1.[CH:34]([NH:35][CH:36]([CH3:37])[CH3:38])([CH3:39])[CH3:40].[Cu:82][I:83].[Pd:41]([Cl:42])[Cl:43].[c:44]1([P:45]([c:46]2[cH:47][cH:48][cH:49][cH:50][cH:51]2)[c:52]2[cH:53][cH:54][cH:55][cH:56][cH:57]2)[cH:58][cH:59][cH:60][cH:61][cH:62]1.[c:63]1([P:64]([c:65]2[cH:66][cH:67][cH:68][cH:69][cH:70]2)[c:71]2[cH:72][cH:73][cH:74][cH:75][cH:76]2)[cH:77][cH:78][cH:79][cH:80][cH:81]1>>[CH3:1][N:2]1[CH2:3][CH2:4][N:5]([CH2:8][C:9]#[C:10][c:12]2[cH:13][c:14]3[c:18]([c:19]([Cl:21])[cH:20]2)[C:17](=[O:22])[N:16]([CH2:23][c:24]2[cH:25][cH:26][c:27]([C:30]([F:31])([F:32])[F:33])[cH:28][cH:29]2)[CH2:15]3)[CH2:6][CH2:7]1. The reactants are O=C1c2c(Cl)cc(Br)cc2CN1Cc1ccc(C(F)(F)F)cc1, C#CCN1CCN(C)CC1, CC(C)NC(C)C, [Cu]I, Cl[Pd]Cl, c1ccc(P(c2ccccc2)c2ccccc2)cc1, c1ccc(P(c2ccccc2)c2ccccc2)cc1.